Dataset: the Open Reaction Database (ORD), a public repository of structured organic reaction records. Task: describe an organic reaction: reactants, conditions, products, and yield Starting materials: COC(=O)CC1CCC(O)CC1, Cl, Cl, Cl, NC1CCC(CCN2CCN(c3nccc4sccc34)CC2)CC1. The product is O=C(CC1CCC(O)CC1)NC1CCC(CCN2CCN(c3nccc4sccc34)CC2)CC1. As a reaction SMILES: [CH3:28][O:29][C:30]([CH2:31][CH:32]1[CH2:33][CH2:34][CH:35]([OH:38])[CH2:36][CH2:37]1)=[O:39].[ClH:1].[ClH:2].[ClH:3].[s:4]1[cH:5][cH:6][c:7]2[c:8]([N:13]3[CH2:14][CH2:15][N:16]([CH2:19][CH2:20][CH:21]4[CH2:22][CH2:23][CH:24]([NH2:27])[CH2:25][CH2:26]4)[CH2:17][CH2:18]3)[n:9][cH:10][cH:11][c:12]12>>[s:4]1[cH:5][cH:6][c:7]2[c:8]([N:13]3[CH2:14][CH2:15][N:16]([CH2:19][CH2:20][CH:21]4[CH2:22][CH2:23][CH:24]([NH:27][C:30](=[O:29])[CH2:31][CH:32]5[CH2:33][CH2:34][CH:35]([OH:38])[CH2:36][CH2:37]5)[CH2:25][CH2:26]4)[CH2:17][CH2:18]3)[n:9][cH:10][cH:11][c:12]12. Starting materials: C(C)ON=C(C(C)=NOC1=NC=CC=C1C(C(=O)OC)=O)C (methyl [2-(2-ethoxyimino-1-methylpropylideneaminooxy)pyridin-3-yl]glyoxylate), O (water), [Cl-].COC[P+](C1=CC=CC=C1)(C1=CC=CC=C1)C1=CC=CC=C1 (methoxymethyltriphenyl-phosphonium chloride), C[O-].[Na+] (sodium methoxide), CN(C=O)C (dimethylformamide), CN(C=O)C (dimethylformamide). Reaction conditions: time 10 minute. The product is CON=C=C(C(=O)OC)C=1C(=NC=CC1)ON=C(C(C)=NOCC)C (methyl methoxyimino-[2-(2-ethoxyimino-1-methylpropylideneaminooxy)pyridin-3-yl]acrylate). RXN SMILES: [Cl-].C[O:3][CH2:4][P+](C1C=CC=CC=1)(C1C=CC=CC=1)C1C=CC=CC=1.C[O-].[Na+].[CH2:27]([O:29][N:30]=[C:31]([CH3:48])[C:32](=[N:34][O:35][C:36]1[C:41]([C:42](=O)[C:43]([O:45][CH3:46])=[O:44])=[CH:40][CH:39]=[CH:38][N:37]=1)[CH3:33])[CH3:28].O.[CH3:50][N:51](C)C=O>>[CH3:4][O:3][N:51]=[C:50]=[C:42]([C:41]1[C:36]([O:35][N:34]=[C:32]([CH3:33])[C:31](=[N:30][O:29][CH2:27][CH3:28])[CH3:48])=[N:37][CH:38]=[CH:39][CH:40]=1)[C:43]([O:45][CH3:46])=[O:44] |f:0.1,2.3|. Procedure details: A mixture of 650 mg (1.9 mmol) of methoxymethyltriphenyl-phosphonium chloride and 340 g (1.9 mmol) of sodium methoxide solution (30% strength in methanol) in 8 ml of dimethylformamide was stirred for 10 minutes at room temperature. The reaction mixture was subsequently treated with 400 mg (0.95 mmol) of methyl [2-(2-ethoxyimino-1-methylpropylideneaminooxy)pyridin-3-yl]glyoxylate, dissolved in 4 ml of dimethylformamide. The reaction mixture was stirred for 4 hours at room temperature, hydrolyzed ... Starting materials: C(C)(C)(C)OC(=O)[C@@H](C(=O)OC)CI ((R)-methyl 2-(tert-butoxycarbonyl)-3-iodopropanoate), IC1=CC(=NC=C1)C(F)(F)F (4-iodo-2-(trifluoromethyl)pyridine). Product: C(C)(C)(C)OC(=O)[C@H](C(=O)OC)CC1=CC(=NC=C1)C(F)(F)F ((S)-Methyl 2-(tert-butoxycarbonyl)-3-(2-(trifluoromethyl)pyridin-4-yl)propanoate). RXN SMILES: [C:1]([O:5][C:6]([C@H:8]([CH2:13]I)[C:9]([O:11][CH3:12])=[O:10])=[O:7])([CH3:4])([CH3:3])[CH3:2].I[C:16]1[CH:21]=[CH:20][N:19]=[C:18]([C:22]([F:25])([F:24])[F:23])[CH:17]=1>>[C:1]([O:5][C:6]([C@@H:8]([CH2:13][C:16]1[CH:21]=[CH:20][N:19]=[C:18]([C:22]([F:25])([F:24])[F:23])[CH:17]=1)[C:9]([O:11][CH3:12])=[O:10])=[O:7])([CH3:4])([CH3:3])[CH3:2]. Reported procedure: The title compound was prepared according to previously reported procedure (U.S. patent application Ser. No. 11/575,187) from (R)-methyl 2-(tert-butoxycarbonyl)-3-iodopropanoate and 4-iodo-2-(trifluoromethyl)pyridine (this starting material was prepared according to a procedure described in Eur. J. Org. Chem. 2003, 1559-1568). The reactants are C(C)(C)(C)OC(=O)C1=C(CS[C@H]2N1C(C2N)=O)C(OCC)(SC2=NN=NN2)CP(=O)OC(C)(C)C (7-amino-3-(1-ethoxy-t-butoxyphosphinylmethyltetrazol-5-ylthiomethyl)-3-cephem-4-carboxylic acid t-butyl ester), FC(CS(=O)(=O)CC(=O)O)(F)F (2,2,2-trifluoroethylsulfonylacetic acid), C1(CCCCC1)N=C=NC1CCCCC1 (dicyclohexylcarbodiimide). Solvent: O1CCCC1 (tetrahydrofuran), O1CCCC1 (tetrahydrofuran). Reaction conditions: time 12 hour. The product is C(C)(C)(C)OC(=O)C1=C(CS[C@H]2N1C([C@H]2NC(CS(=O)(=O)CC(F)(F)F)=O)=O)C(OCC)(SC2=NN=NN2)CP(=O)OC(C)(C)C (7β-(2,2,2-trifluoroethylsulfonylacetamido)-3-(1-ethoxy-t-butoxyphosphinylmethyltetrazol-5-ylthiomethyl)-3-cephem-4-carboxylic acid t-butyl ester). RXN SMILES: [C:1]([O:5][C:6]([C:8]1[N:13]2[C:14](=[O:17])[CH:15]([NH2:16])[C@H:12]2[S:11][CH2:10][C:9]=1[C:18]([CH2:28][PH:29]([O:31][C:32]([CH3:35])([CH3:34])[CH3:33])=[O:30])([S:22][C:23]1[NH:27][N:26]=[N:25][N:24]=1)[O:19][CH2:20][CH3:21])=[O:7])([CH3:4])([CH3:3])[CH3:2].[F:36][C:37]([F:47])([F:46])[CH2:38][S:39]([CH2:42][C:43](O)=[O:44])(=[O:41])=[O:40].C1(N=C=NC2CCCCC2)CCCCC1>O1CCCC1>[C:1]([O:5][C:6]([C:8]1[N:13]2[C:14](=[O:17])[C@@H:15]([NH:16][C:43](=[O:44])[CH2:42][S:39]([CH2:38][C:37]([F:46])([F:36])[F:47])(=[O:40])=[O:41])[C@H:12]2[S:11][CH2:10][C:9]=1[C:18]([CH2:28][PH:29]([O:31][C:32]([CH3:34])([CH3:33])[CH3:35])=[O:30])([S:22][C:23]1[NH:27][N:26]=[N:25][N:24]=1)[O:19][CH2:20][CH3:21])=[O:7])([CH3:4])([CH3:2])[CH3:3]. Reported procedure: To a solution of 10.42 g (0.019 mol) of 7-amino-3-(1-ethoxy-t-butoxyphosphinylmethyltetrazol-5-ylthiomethyl)-3-cephem-4-carboxylic acid t-butyl ester and 3.9 g (0.019 mol) of 2,2,2-trifluoroethylsulfonylacetic acid in tetrahydrofuran is added dropwise a solution of 3.9 g (0.019 mol) of dicyclohexylcarbodiimide in 100 ml of tetrahydrofuran. The reaction mixture is stirred at 25° for 12 hours, then filtered and concentrated to about 10 ml. The residue is filtered and evaporated to dryness to give ... The reactants are CCC(=O)OC(C)(C)C, [Li]CCCC, C1CCOC1, [Cl-], CC(C)(C)C(=O)Nc1nc(Cl)ccc1C=O, [NH4+]. Yields the product CC(C(=O)OC(C)(C)C)C(O)c1ccc(Cl)nc1NC(=O)C(C)(C)C. As a reaction SMILES: [C:6]([CH2:7][CH3:8])(=[O:9])[O:10][C:11]([CH3:12])([CH3:13])[CH3:14].[CH2:1]([Li:2])[CH2:3][CH2:4][CH3:5].[CH2:33]1[O:34][CH2:35][CH2:36][CH2:37]1.[Cl-:31].[Cl:15][c:16]1[cH:17][cH:18][c:19]([CH:29]=[O:30])[c:20]([NH:22][C:23]([C:24]([CH3:25])([CH3:26])[CH3:27])=[O:28])[n:21]1.[NH4+:32]>>[C:6]([CH:7]([CH3:8])[CH:29]([c:19]1[cH:18][cH:17][c:16]([Cl:15])[n:21][c:20]1[NH:22][C:23]([C:24]([CH3:25])([CH3:26])[CH3:27])=[O:28])[OH:30])(=[O:9])[O:10][C:11]([CH3:12])([CH3:13])[CH3:14].